This data is from the Open Reaction Database (ORD), a public repository of structured organic reaction records. The task is: describe an organic reaction: reactants, conditions, products, and yield Starting materials: Cc1ccccc1C(=O)N=C=S, Cc1ccccc1, CCO, COc1cc2nccc(Oc3ccc(N)c(Cl)c3)c2cc1OC. The product is COc1cc2nccc(Oc3ccc(NC(=S)NC(=O)c4ccccc4C)c(Cl)c3)c2cc1OC. Reaction SMILES: [CH3:1][c:2]1[c:3]([C:8](=[O:9])[N:10]=[C:11]=[S:12])[cH:4][cH:5][cH:6][cH:7]1.[CH3:36][c:37]1[cH:38][cH:39][cH:40][cH:41][cH:42]1.[CH3:43][CH2:44][OH:45].[Cl:13][c:14]1[c:15]([NH2:16])[cH:17][cH:18][c:19]([O:21][c:22]2[cH:23][cH:24][n:25][c:26]3[cH:27][c:28]([O:34][CH3:35])[c:29]([O:32][CH3:33])[cH:30][c:31]23)[cH:20]1>>[CH3:1][c:2]1[c:3]([C:8](=[O:9])[NH:10][C:11](=[S:12])[NH:16][c:15]2[c:14]([Cl:13])[cH:20][c:19]([O:21][c:22]3[cH:23][cH:24][n:25][c:26]4[cH:27][c:28]([O:34][CH3:35])[c:29]([O:32][CH3:33])[cH:30][c:31]34)[cH:18][cH:17]2)[cH:4][cH:5][cH:6][cH:7]1. Reactants: N1C([C@@]2(C3=CC=CC=C13)C1=C(OC2)C=C2OCCC2=C1)=O ((3S)-5,6-dihydrospiro[benzo[1,2-b:5,4-b′]difuran-3,3′-indol]-2′(1′H)-one), ClCC=1C=NC(=NC1)OC (5-(chloromethyl)-2-methoxypyrimidine), N1C(C2(C3=CC=CC=C13)C1=C(OC2)C=C2OCCC2=C1)=O (5,6-dihydrospiro[benzo[1,2-b:5,4-b′]difuran-3,3′-indol]-2′(1′H)-one), BrCC=1OC(=CC1)C(F)(F)F (2-(bromomethyl)-5-(trifluoromethyl)furan). The product is FC(C1=CC=C(O1)CN1C([C@@]2(C3=CC=CC=C13)C1=C(OC2)C=C2OCCC2=C1)=O)(F)F ((3S)-1′-{[5-(trifluoromethyl)furan-2-yl]methyl}-5,6-dihydrospiro[benzo[1,2-b:5,4-b′]difuran-3,3′-indol]-2′(1′H)-one). RXN SMILES: [NH:1]1[C:9]2[C:4](=[CH:5][CH:6]=[CH:7][CH:8]=2)[C@:3]2([CH2:13][O:12][C:11]3[CH:14]=[C:15]4[C:19](=[CH:20][C:10]2=3)[CH2:18][CH2:17][O:16]4)[C:2]1=[O:21].N1C2C(=CC=CC=2)C2(COC3C=C4C(=CC2=3)CCO4)C1=O.Br[CH2:44][C:45]1[O:46][C:47]([C:50]([F:53])([F:52])[F:51])=[CH:48][CH:49]=1.ClCC1C=NC(OC)=NC=1>>[F:51][C:50]([F:53])([F:52])[C:47]1[O:46][C:45]([CH2:44][N:1]2[C:9]3[C:4](=[CH:5][CH:6]=[CH:7][CH:8]=3)[C@:3]3([CH2:13][O:12][C:11]4[CH:14]=[C:15]5[C:19](=[CH:20][C:10]3=4)[CH2:18][CH2:17][O:16]5)[C:2]2=[O:21])=[CH:49][CH:48]=1. Procedure details: Following the procedure as described in EXAMPLE 5 and making non-critical variations using (3S)-5,6-dihydrospiro[benzo[1,2-b:5,4-b′]difuran-3,3′-indol]-2′(1′H)-one to replace 5,6-dihydrospiro[benzo[1,2-b:5,4-b′]difuran-3,3′-indol]-2′(1′H)-one, and 2-(bromomethyl)-5-(trifluoromethyl)furan to replace 5-(chloromethyl)-2-methoxypyrimidine, (3S)-1′-{[5-(trifluoromethyl)furan-2-yl]methyl}-5,6-dihydrospiro[benzo[1,2-b:5,4-b′]difuran-3,3′-indol]-2′(1′H)-one was obtained (83%) as a colorless solid: mp 64... The reactants are C1(CC1)NC(CN1C(C(=C(C2=NC=C(C=C12)CC1=CC=C(C=C1)F)O)C(=O)OCC)=O)=O (ethyl 1-[2-(cyclopropylamino)-2-oxoethyl]-7-[(4-fluorophenyl)methyl]-4-hydroxy-2-oxo-1,2-dihydro-1,5-naphthyridine-3-carboxylate), CN (methylamine). Product: C1(CC1)NC(CN1C(C(=C(C2=NC=C(C=C12)CC1=CC=C(C=C1)F)O)C(=O)NC)=O)=O (1-[2-(Cyclopropylamino)-2-oxoethyl]-7-[(4-fluorophenyl)methyl]-4-hydroxy-N-methyl-2-oxo-1,2-dihydro-1,5-naphthyridine-3-carboxamide). Reaction SMILES: [CH:1]1([NH:4][C:5](=[O:32])[CH2:6][N:7]2[C:16]3[C:11](=[N:12][CH:13]=[C:14]([CH2:17][C:18]4[CH:23]=[CH:22][C:21]([F:24])=[CH:20][CH:19]=4)[CH:15]=3)[C:10]([OH:25])=[C:9]([C:26]([O:28]CC)=O)[C:8]2=[O:31])[CH2:3][CH2:2]1.[CH3:33][NH2:34]>>[CH:1]1([NH:4][C:5](=[O:32])[CH2:6][N:7]2[C:16]3[C:11](=[N:12][CH:13]=[C:14]([CH2:17][C:18]4[CH:19]=[CH:20][C:21]([F:24])=[CH:22][CH:23]=4)[CH:15]=3)[C:10]([OH:25])=[C:9]([C:26]([NH:34][CH3:33])=[O:28])[C:8]2=[O:31])[CH2:3][CH2:2]1. Procedure details: This compound was prepared from ethyl 1-[2-(cyclopropylamino)-2-oxoethyl]-7-[(4-fluorophenyl)methyl]-4-hydroxy-2-oxo-1,2-dihydro-1,5-naphthyridine-3-carboxylate and methanolic methylamine employing methods similar to those described in Example 245. The crude material was triturated with a mixture of MeOH and 1N HCl to afford the product as a white solid: 1H NMR (d6-DMSO) δ 9.99 (1H, d, J=5 Hz), 8.53 (1H, s), 8.23 (1H, d, J=4 Hz), 7.74 (1H, s), 7.32 (2H, dd, J=8.6, 5.7 Hz), 7.11 (2H, t, J˜9 Hz), ... The reactants are CCN(CCc1ccc(Cl)c(CO)c1)C(=O)OC(C)(C)C, C[N+]1([O-])CCOCC1, CCC[N+](CCC)(CCC)CCC, ClCCl, O=[Ru](=O)(=O)[O-]. The product is CCN(CCc1ccc(Cl)c(C=O)c1)C(=O)OC(C)(C)C. RXN SMILES: [C:9]([CH3:10])([CH3:11])([CH3:12])[O:13][C:14]([N:15]([CH2:16][CH3:17])[CH2:18][CH2:19][c:20]1[cH:21][c:22]([CH2:27][OH:28])[c:23]([Cl:26])[cH:24][cH:25]1)=[O:29].[CH3:1][N+:2]1([O-:3])[CH2:4][CH2:5][O:6][CH2:7][CH2:8]1.[CH3:38][CH2:39][CH2:40][N+:41]([CH2:42][CH2:43][CH3:44])([CH2:45][CH2:46][CH3:47])[CH2:48][CH2:49][CH3:50].[Cl:30][CH2:31][Cl:32].[O-:33][Ru:34](=[O:35])(=[O:36])=[O:37]>>[C:9]([CH3:10])([CH3:11])([CH3:12])[O:13][C:14]([N:15]([CH2:16][CH3:17])[CH2:18][CH2:19][c:20]1[cH:21][c:22]([CH:27]=[O:28])[c:23]([Cl:26])[cH:24][cH:25]1)=[O:29].